From a dataset of the Open Reaction Database (ORD), a public repository of structured organic reaction records. describe an organic reaction: reactants, conditions, products, and yield Procedure details: Compound 375 was prepared according to the procedure described in Scheme IV from 5-amino-1-(4-aminophenyl)indazole and 4-dimethylaminobenzoate. 1H NMR (500 MHz, DMSO-d6) δ 10.45 (s, 1H), 10.01 (s, 1H), 8.37 (d, J=1.5 Hz, 1H), 8.33 (d, J=1 Hz, 1H), 8.01-7.78 (m, 11H), 7.55 (t, J=8 Hz, 2H), 6.77 (d, J=9 Hz, 2H), 3.00 (s, 6H). Yields the product C(C1=CC=CC=C1)(=O)NC1=CC=C(C=C1)N1N=CC2=CC(=CC=C12)NC(C1=CC=C(C=C1)N(C)C)=O (N-(1-(4-Benzamidophenyl)-1H-indazol-5-yl)-4-dimethylaminobenzamide). Starting materials: NC=1C=C2C=NN(C2=CC1)C1=CC=C(C=C1)N (5-amino-1-(4-aminophenyl)indazole), CN(C1=CC=C(C(=O)[O-])C=C1)C (4-dimethylaminobenzoate). RXN SMILES: [NH2:1][C:2]1[CH:3]=[C:4]2[C:8](=[CH:9][CH:10]=1)[N:7]([C:11]1[CH:16]=[CH:15][C:14]([NH2:17])=[CH:13][CH:12]=1)[N:6]=[CH:5]2.[CH3:18][N:19]([CH3:29])[C:20]1[CH:28]=[CH:27][C:23]([C:24]([O-:26])=O)=[CH:22][CH:21]=1>>[C:24]([NH:17][C:14]1[CH:15]=[CH:16][C:11]([N:7]2[C:8]3[C:4](=[CH:3][C:2]([NH:1][C:24](=[O:26])[C:23]4[CH:22]=[CH:21][C:20]([N:19]([CH3:18])[CH3:29])=[CH:28][CH:27]=4)=[CH:10][CH:9]=3)[CH:5]=[N:6]2)=[CH:12][CH:13]=1)(=[O:26])[C:23]1[CH:27]=[CH:28][CH:20]=[CH:21][CH:22]=1. The reactants are CO, CCOC(=O)CCN(C)C(=O)c1ccc(NC(c2cc(-c3ccc(OCCCSC)cc3)oc2C)C2CCCCC2)cc1, O. Yields the product CCOC(=O)CCN(C)C(=O)c1ccc(NC(c2cc(-c3ccc(OCCCS(C)=O)cc3)oc2C)C2CCCCC2)cc1. RXN SMILES: [CH3:44][OH:45].[CH:1]1([CH:7]([c:8]2[c:9]([CH3:25])[o:10][c:11](-[c:13]3[cH:14][cH:15][c:16]([O:19][CH2:20][CH2:21][CH2:22][S:23][CH3:24])[cH:17][cH:18]3)[cH:12]2)[NH:26][c:27]2[cH:28][cH:29][c:30]([C:33](=[O:34])[N:35]([CH2:36][CH2:37][C:38](=[O:39])[O:40][CH2:41][CH3:42])[CH3:43])[cH:31][cH:32]2)[CH2:2][CH2:3][CH2:4][CH2:5][CH2:6]1.[OH2:46]>>[CH:1]1([CH:7]([c:8]2[c:9]([CH3:25])[o:10][c:11](-[c:13]3[cH:14][cH:15][c:16]([O:19][CH2:20][CH2:21][CH2:22][S:23]([CH3:24])=[O:45])[cH:17][cH:18]3)[cH:12]2)[NH:26][c:27]2[cH:28][cH:29][c:30]([C:33](=[O:34])[N:35]([CH2:36][CH2:37][C:38](=[O:39])[O:40][CH2:41][CH3:42])[CH3:43])[cH:31][cH:32]2)[CH2:2][CH2:3][CH2:4][CH2:5][CH2:6]1. Reactants: COC(=O)C=CCBr, [N-]=[N+]=[N-], [Na+], CN(C)C=O. The product is COC(=O)C=CCN=[N+]=[N-]. As a reaction SMILES: [Br:5][CH2:6][CH:7]=[CH:8][C:9](=[O:10])[O:11][CH3:12].[N-:1]=[N+:2]=[N-:3].[Na+:4].[O:13]=[CH:14][N:15]([CH3:16])[CH3:17]>>[N:1](=[N+:2]=[N-:3])[CH2:6][CH:7]=[CH:8][C:9](=[O:10])[O:11][CH3:12]. The reactants are [H-].[Na+] (sodium hydride), O (water), CN(C(OC1=C(C(=CC=C1)O)C(=O)OC)=S)C (O-2-carbomethoxy-3-hydroxyphenyl dimethylthiocarbamate), IC (Iodomethane). The solvent is CN(C=O)C (N,N-dimethylformamide), CN(C=O)C (N,N-dimethylformamide). Conditions: temperature 0 celsius, time 1 hour. The product is CN(C(OC1=C(C(=CC=C1)OC)C(=O)OC)=S)C (O-2-carbomethoxy-3-methoxyphenyl dimethylthiocarbamate). Reaction SMILES: [CH3:1][N:2]([CH3:17])[C:3](=[S:16])[O:4][C:5]1[CH:10]=[CH:9][CH:8]=[C:7]([OH:11])[C:6]=1[C:12]([O:14][CH3:15])=[O:13].[H-].[Na+].I[CH3:21].O>CN(C)C=O>[CH3:17][N:2]([CH3:1])[C:3](=[S:16])[O:4][C:5]1[CH:10]=[CH:9][CH:8]=[C:7]([O:11][CH3:21])[C:6]=1[C:12]([O:14][CH3:15])=[O:13] |f:1.2|. Procedure: A solution of O-2-carbomethoxy-3-hydroxyphenyl dimethylthiocarbamate (1.0 g, 3.9 mmol) in N,N-dimethylformamide (10 ml) was added dropwise with stirring to a suspension of sodium hydride (0.19 g, 3.9 mmol) in N,N-dimethylformamide (15 ml) cooled to 0° C. in an ice bath. The reaction mixture was stirred for 1 hour at room temperature. Iodomethane (0.26 ml, 4.3 mmol) was added, and stirring was continued for an additional 3 hours, at which time the mixture was poured into water. Extraction with di... Reactants: CS(=O)(=O)NC1=CC=C(C(=O)Cl)C=C1 (4-[(methylsulfonyl)amino]benzoyl chloride), C(C)N([C@H]1[C@@H](CCCC1)N)CC (trans-N,N-diethyl-1,2-cyclohexanediamine). The solvent is O1CCCC1 (tetrahydrofuran), O1CCCC1 (THF). Run at time 1 hour. Product: Cl.C(C)N([C@H]1[C@@H](CCCC1)NC(C1=CC=C(C=C1)NS(=O)(=O)C)=O)CC (trans-N-[2-(Diethylamino)cyclohexyl]-4-[(methylsulfonyl)amino]benzamide hydrochloride). Reaction SMILES: [CH3:1][S:2]([NH:5][C:6]1[CH:14]=[CH:13][C:9]([C:10]([Cl:12])=[O:11])=[CH:8][CH:7]=1)(=[O:4])=[O:3].[CH2:15]([N:17]([CH2:25][CH3:26])[C@@H:18]1[CH2:23][CH2:22][CH2:21][CH2:20][C@H:19]1[NH2:24])[CH3:16]>O1CCCC1>[ClH:12].[CH2:25]([N:17]([CH2:15][CH3:16])[C@@H:18]1[CH2:23][CH2:22][CH2:21][CH2:20][C@H:19]1[NH:24][C:10](=[O:11])[C:9]1[CH:13]=[CH:14][C:6]([NH:5][S:2]([CH3:1])(=[O:4])=[O:3])=[CH:7][CH:8]=1)[CH3:26] |f:3.4|. Procedure: To a solution of 6.31 g (27 mmole) of 4-[(methylsulfonyl)amino]benzoyl chloride in 25 ml of tetrahydrofuran (THF) cooled to 0° C. under a nitrogen atmosphere, add dropwise a solution of 4.26 g (25 mmole) of trans-N,N-diethyl-1,2-cyclohexanediamine in 10 ml of THF. Stir the reaction mixture for 1 hr, then collect the resulting solid by filtration. Recrystallize the solid from ethanol to obtain the title compound. Isolated yield 163.6%. Solvent: C(CC1=CC=CC=C1)N (phenethylamine). Product: ClC=1C=C(C=CC1)C1=NNC=C1C1=CC(=NC=C1)NCCC1=CC=CC=C1 (4-[3-(3-chlorophenyl)-1H-pyrazol-4-yl]-N-(phenylethyl)-2-pyridinamine). RXN SMILES: [Cl:1][C:2]1[CH:3]=[C:4]([C:8]2[C:12]([C:13]3[CH:18]=[CH:17][NH:16][C:15](=[N:19]N)[CH:14]=3)=[CH:11][NH:10][N:9]=2)[CH:5]=[CH:6][CH:7]=1>C(N)CC1C=CC=CC=1>[Cl:1][C:2]1[CH:3]=[C:4]([C:8]2[C:12]([C:13]3[CH:18]=[CH:17][N:16]=[C:15]([NH:19][CH2:12][CH2:8][C:4]4[CH:5]=[CH:6][CH:7]=[CH:2][CH:3]=4)[CH:14]=3)=[CH:11][NH:10][N:9]=2)[CH:5]=[CH:6][CH:7]=1. Procedure: A solution of the bromopyridine compound prepared in step 3 of Example A-219 (250 mg, 0.75 mmol) in phenethylamine (5 ml) was heated at 175° C. for six hours under a nitrogen atmosphere. The excess amine was distilled off under high vacuum and the residue was dissolved in ethyl acetate and washed with water. After drying over magnesium sulfate and removal of solvent, the residue was chromatographed on silica gel with mixtures of ethyl acetate and toluene to give 4-[3-(3-chlorophenyl)-1H-pyrazol-... Reactants: ClC=1C=C(C=CC1)C1=NNC=C1C1=CC(NC=C1)=NN (4-[3-(3-chlorophenyl)-1H-pyrazol-4-yl]-2(1H)-pyridinone hydrazone). Starting materials: C(C)(C)(C)C1=C(C=CC(=C1)C(C)(C)C)O (2,4-di-t-butylphenol), C(CS)(=O)OC (methyl thioglycolate), C=O (paraformaldehyde), CNC (dimethylamine), CN(C)C=O (DMF), crude product. Yields the product C(C)(C)(C)C=1C(=C(CCC(=S)OC)C=C(C1)C(C)(C)C)O (Methyl 3,5-di-t-butyl-2-hydroxybenzylthioacetate). RXN SMILES: [C:1]([C:5]1[CH:10]=[C:9]([C:11]([CH3:14])([CH3:13])[CH3:12])[CH:8]=[CH:7][C:6]=1[OH:15])([CH3:4])([CH3:3])[CH3:2].[C:16](OC)(=O)[CH2:17][SH:18].[CH2:22]=O.CNC.CN([CH:30]=[O:31])C>>[C:1]([C:5]1[C:6]([OH:15])=[C:7]([CH:8]=[C:9]([C:11]([CH3:14])([CH3:13])[CH3:12])[CH:10]=1)[CH2:22][CH2:16][C:17]([O:31][CH3:30])=[S:18])([CH3:4])([CH3:3])[CH3:2]. Procedure: 50.96 g (0.247 mol) of 2,4-di-t-butylphenol, 28.84 g (0.272 mol) of methyl thioglycolate, 14.83 g (0.494 mol) of paraformaldehyde and 3.41 g of dimethylamine (33% in ethanol) are refluxed for 18 hours in 50 ml of DMF. The crude product (85.3 g) can, after working-up as described above, be further purified by flash chromatography. m.p. 55.0-55.5° C. Analysis for C18H28SO3 : calc. C, 66.63; H, 8.70; S 9.88%; found C 66.65; H 8.79; S 9.88%